This data is from the Open Reaction Database (ORD), a public repository of structured organic reaction records. The task is: describe an organic reaction: reactants, conditions, products, and yield Reactants: ClC(=CC1C(C1C(=O)OCC)(C)C)Cl (ethyl 3-(2,2-dichlorovinyl)-2,2-dimethylcyclopropanecarboxylate), [Br-].[Al+3].[Br-].[Br-] (aluminum bromide), Cl (hydrochloric acid), N12CCCN=CC2CCCC1 (1,5-diazabicyclo[5.4.0] undec-5-ene). Run in CN(C=O)C (Dimethylformamide), C(CBr)Br (ethylene bromide), C(CBr)Br (ethylene bromide), CCCCCC (n-hexane), O (water). Run at time 2 hour. Yields the product BrC(=CC1C(C1C(=O)OCC)(C)C)Br (ethyl 3-(2,2-dibromovinyl)-2,2-dimethylcyclopropanecarboxylate). The yield is 79.9%. As a reaction SMILES: Cl[C:2](Cl)=[CH:3][CH:4]1[CH:6]([C:7]([O:9][CH2:10][CH3:11])=[O:8])[C:5]1([CH3:13])[CH3:12].[Br-:15].[Al+3].[Br-:17].[Br-].N12CCCCC1C=NCCC2.Cl>C(Br)CBr.CCCCCC.CN(C)C=O.O>[Br:15][C:2]([Br:17])=[CH:3][CH:4]1[CH:6]([C:7]([O:9][CH2:10][CH3:11])=[O:8])[C:5]1([CH3:13])[CH3:12] |f:1.2.3.4|. Procedure: To a solution of ethyl 3-(2,2-dichlorovinyl)-2,2-dimethylcyclopropanecarboxylate (14.81 g, 0.0625 mole) in 30 ml of ethylene bromide was added dropwise at 0° a solution of aluminum bromide (25 g, 0.094 mole) in 20 ml of ethylene bromide. After stirring for 41/2 hours, the solution was poured into a mixture of ice and water. The resultant mixture was extracted three times with ether. The ether extracts were combined and successively washed twice with water, twice with aqueous sodium bicarbonate, ... Yields the product COc1ccc(CN(C(=O)c2ccc(OC)c(-c3cccc(OC)c3)c2)c2ccc3cc(OCc4ccccc4)ccc3c2)cc1. Reactants: C1CCOC1, COc1ccc(CNc2ccc3cc(OCc4ccccc4)ccc3c2)cc1, COc1cccc(-c2cc(C(=O)O)ccc2OC)c1, [Cl-], [H-], [Na+], O=S(Cl)Cl. As a reaction SMILES: [CH2:55]1[O:56][CH2:57][CH2:58][CH2:59]1.[CH3:26][O:27][c:28]1[cH:29][cH:30][c:31]([CH2:32][NH:33][c:34]2[cH:35][c:36]3[cH:37][cH:38][c:39]([O:44][CH2:45][c:46]4[cH:47][cH:48][cH:49][cH:50][cH:51]4)[cH:40][c:41]3[cH:42][cH:43]2)[cH:52][cH:53]1.[CH3:5][O:6][c:7]1[c:8](-[c:16]2[cH:17][c:18]([O:22][CH3:23])[cH:19][cH:20][cH:21]2)[cH:9][c:10]([C:11](=[O:12])[OH:13])[cH:14][cH:15]1.[Cl-:54].[H-:24].[Na+:25].[S:1]([Cl:2])([Cl:3])=[O:4]>>[CH3:5][O:6][c:7]1[c:8](-[c:16]2[cH:17][c:18]([O:22][CH3:23])[cH:19][cH:20][cH:21]2)[cH:9][c:10]([C:11](=[O:13])[N:33]([CH2:32][c:31]2[cH:30][cH:29][c:28]([O:27][CH3:26])[cH:53][cH:52]2)[c:34]2[cH:35][c:36]3[cH:37][cH:38][c:39]([O:44][CH2:45][c:46]4[cH:47][cH:48][cH:49][cH:50][cH:51]4)[cH:40][c:41]3[cH:42][cH:43]2)[cH:14][cH:15]1. Starting materials: Cc1ccc2c(OCCBr)cccc2n1, CC(C)O, CCN(C(C)C)C(C)C, O=C1CCc2ccc(OC3CCNCC3)cc2N1. Product: Cc1ccc2c(OCCN3CCC(Oc4ccc5c(c4)NC(=O)CC5)CC3)cccc2n1. RXN SMILES: [Br:19][CH2:20][CH2:21][O:22][c:23]1[c:24]2[cH:25][cH:26][c:27]([CH3:33])[n:28][c:29]2[cH:30][cH:31][cH:32]1.[CH3:43][CH:44]([OH:45])[CH3:46].[CH:34]([N:35]([CH2:36][CH3:37])[CH:38]([CH3:39])[CH3:40])([CH3:41])[CH3:42].[NH:1]1[CH2:2][CH2:3][CH:4]([O:7][c:8]2[cH:9][cH:10][c:11]3[c:16]([cH:17]2)[NH:15][C:14](=[O:18])[CH2:13][CH2:12]3)[CH2:5][CH2:6]1>>[N:1]1([CH2:20][CH2:21][O:22][c:23]2[c:24]3[cH:25][cH:26][c:27]([CH3:33])[n:28][c:29]3[cH:30][cH:31][cH:32]2)[CH2:2][CH2:3][CH:4]([O:7][c:8]2[cH:9][cH:10][c:11]3[c:16]([cH:17]2)[NH:15][C:14](=[O:18])[CH2:13][CH2:12]3)[CH2:5][CH2:6]1.